describe an organic reaction: reactants, conditions, products, and yield From a dataset of the Open Reaction Database (ORD), a public repository of structured organic reaction records. Reactants: P(=O)([O-])(O)O.[Na+] (monosodium phosphate), potassium tert.-butylate, CC1([C@@H]2C(O[C@H]([C@@H]21)O)=O)C ((1R,5S) 6,6-dimethyl-4(R)-hydroxy-3-oxa-bicyclo[3,0,1]hexane-2-one), CCC(=S)OC (methyl methylthioacetate), O1CCCC1 (tetrahydrofuran), O1CCCC1 (tetrahydrofuran). Run at temperature -60 celsius, time 1 hour. The product is CC1(C(C1C=C(C(=O)OC)SC)C(=O)O)C (2,2-dimethyl-3-[2-methylthio-2-methoxycarbonyl-ethenyl]-cyclopropane-carboxylic acid). The yield is 10.0%. RXN SMILES: [CH3:1][C:2]1([CH3:10])[C@@H:7]2[C@H:3]1[C:4](=O)[O:5][C@H:6]2[OH:8].CC[C:13](OC)=[S:14].P(O)(O)([O-])=[O:18].[Na+].[O:23]1[CH2:27]C[CH2:25][CH2:24]1>>[CH3:10][C:2]1([CH3:1])[CH:3]([CH:4]=[C:25]([S:14][CH3:13])[C:24]([O:23][CH3:27])=[O:18])[CH:7]1[C:6]([OH:8])=[O:5] |f:2.3|. Procedure details: A solution of 8.97 g of potassium tert.-butylate in 50 ml of tetrahydrofuran was slowly added at -60° C. to a solution of 5.6 of (1R,5S) 6,6-dimethyl-4(R)-hydroxy-3-oxa-bicyclo[3,0,1]hexane-2-one, 5.28 g of methyl methylthioacetate and 75 ml of tetrahydrofuran and the mixture was stirred at -60° C. for one hour and was admixed with saturated aqueous monosodium phosphate. The mixture was extracted with ethyl acetate and the organic phase was evaported to dryness under reduced pressure. The residu... Starting materials: C(C)(=O)C1=CC=CC=C1 (Acetophenone), [OH-].[K+] (KOH), C(C)(C)(C)OC(C=CC1=NC=C(C=C1)C=O)=O (3-(5-formyl-pyridin-2-yl)-acrylic acid tert-butyl ester). Solvent: CO (MeOH). Reaction conditions: temperature 0 celsius, time 3 hour. Product: C(C)(C)(C)OC(C=CC1=NC=C(C=C1)C=CC(C1=CC=CC=C1)=O)=O (3-[5-(3-oxo-3-phenyl-propenyl)-pyridin-2-yl]-acrylic acid tert-butyl ester). Isolated yield 24.8%. As a reaction SMILES: [C:1]([O:5][C:6](=[O:17])[CH:7]=[CH:8][C:9]1[CH:14]=[CH:13][C:12]([CH:15]=O)=[CH:11][N:10]=1)([CH3:4])([CH3:3])[CH3:2].[C:18]([C:21]1[CH:26]=[CH:25][CH:24]=[CH:23][CH:22]=1)(=[O:20])[CH3:19].[OH-].[K+]>CO>[C:1]([O:5][C:6](=[O:17])[CH:7]=[CH:8][C:9]1[CH:14]=[CH:13][C:12]([CH:15]=[CH:19][C:18](=[O:20])[C:21]2[CH:26]=[CH:25][CH:24]=[CH:23][CH:22]=2)=[CH:11][N:10]=1)([CH3:4])([CH3:3])[CH3:2] |f:2.3|. Procedure details: 3-(5-formyl-pyridin-2-yl)-acrylic acid tert-butyl ester (364 mg, 1.56 mmol) was dissolved in MeOH (10 ml) and the solution was cooled to 0° C. Acetophenone (188 mg, 1.56 mmol) and 1.7M KOH (1.8 ml) were added. The reaction was stirred at 0° C. for 3 h. The resulting solid was filtered on a Buckner funnel to give 130 mg of 3-[5-(3-oxo-3-phenyl-propenyl)-pyridin-2-yl]-acrylic acid tert-butyl ester as a yellow powder. Starting materials: O=C(Cl)Cc1ccc(F)cc1, O=C1CCSCC1. The product is O=C1CCSCC1C(=O)Cc1ccc(F)cc1. RXN SMILES: [F:8][c:9]1[cH:10][cH:11][c:12]([CH2:15][C:16](=[O:17])[Cl:18])[cH:13][cH:14]1.[S:1]1[CH2:2][CH2:3][C:4](=[O:7])[CH2:5][CH2:6]1>>[S:1]1[CH2:2][CH:3]([C:16]([CH2:15][c:12]2[cH:11][cH:10][c:9]([F:8])[cH:14][cH:13]2)=[O:17])[C:4](=[O:7])[CH2:5][CH2:6]1. Reactants: O=C1CCC(=O)N1Br, O=C(OOC(=O)c1ccccc1)c1ccccc1, ClC(Cl)Cl, COc1cnc2ccc(F)c(C)c2n1. The product is COc1cnc2ccc(F)c(CBr)c2n1. As a reaction SMILES: [Br:15][N:16]1[C:17](=[O:18])[CH2:19][CH2:20][C:21]1=[O:22].[C:23]([O:24][O:25][C:26](=[O:27])[c:28]1[cH:29][cH:30][cH:31][cH:32][cH:33]1)(=[O:34])[c:35]1[cH:36][cH:37][cH:38][cH:39][cH:40]1.[CH:41]([Cl:42])([Cl:43])[Cl:44].[F:1][c:2]1[cH:3][cH:4][c:5]2[n:6][cH:7][c:8]([O:13][CH3:14])[n:9][c:10]2[c:11]1[CH3:12]>>[F:1][c:2]1[cH:3][cH:4][c:5]2[n:6][cH:7][c:8]([O:13][CH3:14])[n:9][c:10]2[c:11]1[CH2:12][Br:15]. Starting materials: BrC=1C=CC(=NC1)[N+](=O)[O-] (5-bromo-2-nitropyridine), C[C@H]1N(CCNC1)C(=O)OC(C)(C)C ((R)-tert-butyl 2-methylpiperazine-1-carboxylate), C([O-])([O-])=O.[K+].[K+] (potassium carbonate). The solvent is CS(=O)C (methylsulfinylmethane). Reaction conditions: temperature 65 celsius. Product: C[C@H]1N(CCN(C1)C=1C=NC(=CC1)[N+](=O)[O-])C(=O)OC(C)(C)C ((R)-tert-Butyl 2-Methyl-4-(6-nitropyridin-3-yl)piperazine-1-carboxylate). Yield: 49.4%. Reaction SMILES: Br[C:2]1[CH:3]=[CH:4][C:5]([N+:8]([O-:10])=[O:9])=[N:6][CH:7]=1.[CH3:11][C@@H:12]1[CH2:17][NH:16][CH2:15][CH2:14][N:13]1[C:18]([O:20][C:21]([CH3:24])([CH3:23])[CH3:22])=[O:19].C(=O)([O-])[O-].[K+].[K+]>CS(C)=O>[CH3:11][C@@H:12]1[CH2:17][N:16]([C:2]2[CH:7]=[N:6][C:5]([N+:8]([O-:10])=[O:9])=[CH:4][CH:3]=2)[CH2:15][CH2:14][N:13]1[C:18]([O:20][C:21]([CH3:22])([CH3:24])[CH3:23])=[O:19] |f:2.3.4|. Procedure details: A 100-mL single-neck round-bottomed flask equipped with a magnetic stirrer and a reflux condenser was charged with methylsulfinylmethane (50 mL), 5-bromo-2-nitropyridine (2.2 g, 11 mmol), (R)-tert-butyl 2-methylpiperazine-1-carboxylate (2.2 g, 11 mmol), and potassium carbonate (3.08 g, 22 mmol). See FIG. 8. The system was subjected to three cycles of vacuum/nitrogen flush and heated at 65° C. for 15 h. It was then cooled to room temperature, and partitioned between ethyl acetate (100 mL) and wat...